Dataset: the Open Reaction Database (ORD), a public repository of structured organic reaction records. Task: describe an organic reaction: reactants, conditions, products, and yield The reactants are CCOC(=O)C(N)Cc1ccccc1, CN1CCOCC1, ClCCl, Cl, O=C(O)c1ccc(Cn2ccc3cc([N+](=O)[O-])ccc32)cc1, O, On1nnc2ccccc21. The product is CCOC(=O)C(Cc1ccccc1)NC(=O)c1ccc(Cn2ccc3cc([N+](=O)[O-])ccc32)cc1. Reaction SMILES: [CH2:35]([CH3:36])[O:37][C:38]([CH:39]([NH2:40])[CH2:41][c:42]1[cH:43][cH:44][cH:45][cH:46][cH:47]1)=[O:48].[CH3:49][N:50]1[CH2:51][CH2:52][O:53][CH2:54][CH2:55]1.[Cl:56][CH2:57][Cl:58].[ClH:34].[N+:1](=[O:2])([O-:3])[c:4]1[cH:5][c:6]2[cH:7][cH:8][n:9]([CH2:13][c:14]3[cH:15][cH:16][c:17]([C:18](=[O:19])[OH:20])[cH:21][cH:22]3)[c:10]2[cH:11][cH:12]1.[OH2:23].[OH:24][n:25]1[c:26]2[cH:27][cH:28][cH:29][cH:30][c:31]2[n:32][n:33]1>>[N+:1](=[O:2])([O-:3])[c:4]1[cH:5][c:6]2[cH:7][cH:8][n:9]([CH2:13][c:14]3[cH:15][cH:16][c:17]([C:18](=[O:19])[NH:40][CH:39]([C:38]([O:37][CH2:35][CH3:36])=[O:48])[CH2:41][c:42]4[cH:43][cH:44][cH:45][cH:46][cH:47]4)[cH:21][cH:22]3)[c:10]2[cH:11][cH:12]1. Reactants: BrC1=CC=C(C=C1)[C@H](C)N1C(O[C@](CC1)(C1=CC=C(C=C1)F)CCCNS(=O)(=O)C)=O (N-(3-((R)-3-((S)-1-(4-bromophenyl)ethyl)-6-(4-fluorophenyl)-2-oxo-1,3-oxazinan-6-yl)propyl)methanesulfonamide), COC1=CC=C(C=N1)B(O)O (6-methoxypyridine-3-boronic acid). Yields the product FC1=CC=C(C=C1)[C@]1(CCN(C(O1)=O)[C@@H](C)C1=CC=C(C=C1)C=1C=NC(=CC1)OC)CCCNS(=O)(=O)C (N-(3-((R)-6-(4-fluorophenyl)-3-((S)-1-(4-(6-methoxypyridin-3-yl)phenyl)ethyl)-2-oxo-1,3-oxazinan-6-yl)propyl)methanesulfonamide). RXN SMILES: Br[C:2]1[CH:7]=[CH:6][C:5]([C@@H:8]([N:10]2[CH2:15][CH2:14][C@:13]([CH2:23][CH2:24][CH2:25][NH:26][S:27]([CH3:30])(=[O:29])=[O:28])([C:16]3[CH:21]=[CH:20][C:19]([F:22])=[CH:18][CH:17]=3)[O:12][C:11]2=[O:31])[CH3:9])=[CH:4][CH:3]=1.[CH3:32][O:33][C:34]1[N:39]=[CH:38][C:37](B(O)O)=[CH:36][CH:35]=1>>[F:22][C:19]1[CH:20]=[CH:21][C:16]([C@:13]2([CH2:23][CH2:24][CH2:25][NH:26][S:27]([CH3:30])(=[O:29])=[O:28])[O:12][C:11](=[O:31])[N:10]([C@H:8]([C:5]3[CH:6]=[CH:7][C:2]([C:37]4[CH:38]=[N:39][C:34]([O:33][CH3:32])=[CH:35][CH:36]=4)=[CH:3][CH:4]=3)[CH3:9])[CH2:15][CH2:14]2)=[CH:17][CH:18]=1. Procedure: The title compound was prepared from N-(3-((R)-3-((S)-1-(4-bromophenyl)ethyl)-6-(4-fluorophenyl)-2-oxo-1,3-oxazinan-6-yl)propyl)methanesulfonamide and 6-methoxypyridine-3-boronic acid following a procedure analogous to that described in Example 1 Step 2. LC-MS Method 2 tR=1.327 min, m/z=542.1; 1H NMR (CD3OD) 1.33 (m, 1H), 1.58 (d, 3H), 1.66 (m, 1H), 1.98 (m, 2H), 2.20-2.39 (m, 2H), 2.47 (m, 1H), 2.87 (s, 3H), 2.99 (m, 2H), 3.15 (m, 1H), 3.96 (s, 3H), 5.60 (m, 1H), 6.87 (d, 1H), 7.12 (m, 4H), 7.3... Starting materials: intermediate 8, N1(C=NC=C1)C(CCC)C1=CC=C(C=C1)NC(C)=O (N-[4-[1-(1H-imidazol-1-yl)butyl]phenyl]acetamide), S(O)(O)(=O)=O (sulfuric acid), [N+](=O)([O-])[O-].[K+] (potassium nitrate), [OH-].[NH4+] (ammonium hydroxide). Reaction conditions: time 30 minute. Product: N1(C=NC=C1)C(CCC)C1=CC(=C(C=C1)NC(C)=O)[N+](=O)[O-] (N-[4-[1-(1H-imidazol-1-yl)butyl]-2-nitrophenyl]acetamide). Yield: 99.4%. As a reaction SMILES: [N:1]1([CH:6]([C:10]2[CH:15]=[CH:14][C:13]([NH:16][C:17](=[O:19])[CH3:18])=[CH:12][CH:11]=2)[CH2:7][CH2:8][CH3:9])[CH:5]=[CH:4][N:3]=[CH:2]1.S(=O)(=O)(O)O.[N+:25]([O-])([O-:27])=[O:26].[K+].[OH-].[NH4+]>>[N:1]1([CH:6]([C:10]2[CH:11]=[CH:12][C:13]([NH:16][C:17](=[O:19])[CH3:18])=[C:14]([N+:25]([O-:27])=[O:26])[CH:15]=2)[CH2:7][CH2:8][CH3:9])[CH:5]=[CH:4][N:3]=[CH:2]1 |f:2.3,4.5|. Procedure: To a stirred and cooled (0° C.) mixture of 2.57 parts of intermediate 8, namely N-[4-[1-(1H-imidazol-1-yl)butyl]phenyl]acetamide and 23.0 parts of concentrated sulfuric acid were added portionwise 1.01 parts of potassium nitrate. Upon complete addition, stirring was continued for 30 minutes at 0° C. The reaction mixture was poured into crushed ice and treated with ammonium hydroxide to pH 10. The product was extracted with trichloromethane. The extract was dried, filtered and evaporated, yieldin...